Dataset: the Open Reaction Database (ORD), a public repository of structured organic reaction records. Task: describe an organic reaction: reactants, conditions, products, and yield The reactants are CCN(C(C)C)C(C)C, FC(F)(F)c1nnc2ccc(Cl)nn12, Nc1ccc(C2CCNCC2)cc1, CN(C)C=O. The product is Nc1ccc(C2CCN(c3ccc4nnc(C(F)(F)F)n4n3)CC2)cc1. RXN SMILES: [CH:1]([N:2]([CH2:3][CH3:4])[CH:5]([CH3:6])[CH3:7])([CH3:8])[CH3:9].[Cl:10][c:11]1[cH:12][cH:13][c:14]2[n:15]([n:16]1)[c:17]([C:20]([F:21])([F:22])[F:23])[n:18][n:19]2.[NH:24]1[CH2:25][CH2:26][CH:27]([c:30]2[cH:31][cH:32][c:33]([NH2:34])[cH:35][cH:36]2)[CH2:28][CH2:29]1.[O:37]=[CH:38][N:39]([CH3:40])[CH3:41]>>[c:11]1([N:24]2[CH2:25][CH2:26][CH:27]([c:30]3[cH:31][cH:32][c:33]([NH2:34])[cH:35][cH:36]3)[CH2:28][CH2:29]2)[cH:12][cH:13][c:14]2[n:15]([n:16]1)[c:17]([C:20]([F:21])([F:22])[F:23])[n:18][n:19]2. Product: ClC=1C=CC2=C(N=C(C(=N2)O)C2=CC=CC=C2)N1 (6-Chloro-3-phenylpyrido[2,3-]pyrazin-2-ol). Procedure: To a stirred solution of 6-chloropyridine-2,3-diamine(8-1, Oguchi, et. al. J. Med. Chem. (2000), 43, 3052-3066; 15 g, 105 mmol) in DMF (53 mL) was added ethyl oxo(phenyl)acetate (23 mL, 160 mmol) and DIPEA (37 ml, 210 mmol). After 72 hours, the reaction was concentrated to dryness. The resulting material was suspended in ethyl acetate/water and filtered to give 8-2 as a solid. The organic phase was washed with water, NaHCO3 and brine, dried over sodium sulfate, filtered and concentrated. The cru... Solvent: CN(C)C=O (DMF). Conditions: time 72 hour. As a reaction SMILES: [Cl:1][C:2]1[N:7]=[C:6]([NH2:8])[C:5]([NH2:9])=[CH:4][CH:3]=1.O=[C:11]([C:17]1[CH:22]=[CH:21][CH:20]=[CH:19][CH:18]=1)[C:12](OCC)=[O:13].CCN(C(C)C)C(C)C>CN(C=O)C>[Cl:1][C:2]1[CH:3]=[CH:4][C:5]2[N:9]=[C:12]([OH:13])[C:11]([C:17]3[CH:22]=[CH:21][CH:20]=[CH:19][CH:18]=3)=[N:8][C:6]=2[N:7]=1. Starting materials: ClC1=CC=C(C(=N1)N)N (6-chloropyridine-2,3-diamine), O=C(C(=O)OCC)C1=CC=CC=C1 (ethyl oxo(phenyl)acetate), CCN(C(C)C)C(C)C (DIPEA). Starting materials: CN(C)C=O, CC(=O)O, ClCc1ccccc1, Nc1nc(N)c2c(ccc3[nH]ccc32)n1. Product: Nc1nc(N)c2c(ccc3c2ccn3Cc2ccccc2)n1. RXN SMILES: [CH3:16][N:17]([CH3:18])[CH:19]=[O:20].[CH3:29][C:30](=[O:31])[OH:32].[Cl:21][CH2:22][c:23]1[cH:24][cH:25][cH:26][cH:27][cH:28]1.[c:1]1([NH2:15])[n:2][c:3]([NH2:14])[n:4][c:5]2[cH:6][cH:7][c:8]3[c:9]([c:10]12)[cH:11][cH:12][nH:13]3>>[c:1]1([NH2:15])[n:2][c:3]([NH2:14])[n:4][c:5]2[cH:6][cH:7][c:8]3[c:9]([c:10]12)[cH:11][cH:12][n:13]3[CH2:22][c:23]1[cH:24][cH:25][cH:26][cH:27][cH:28]1. Starting materials: COC(=O)C(S)C(NC(=O)OC(C)(C)C)c1ccccc1F, CCOC(C)=O, Cl, Cl, COC(=O)C(S)C(N)c1ccccc1F. Product: Cl, COC(=O)C(S)C(N)c1ccccc1. RXN SMILES: [C:17]([O:18][C:19]([NH:20][CH:21]([c:22]1[cH:23][cH:24][cH:25][cH:26][c:27]1[F:28])[CH:29]([SH:30])[C:31]([O:32][CH3:33])=[O:34])=[O:35])([CH3:36])([CH3:37])[CH3:38].[CH3:40][CH2:41][O:42][C:43](=[O:44])[CH3:45].[ClH:1].[ClH:39].[NH2:2][CH:3]([CH:4]([C:5](=[O:6])[O:7][CH3:8])[SH:9])[c:10]1[c:11]([F:16])[cH:12][cH:13][cH:14][cH:15]1>>[ClH:1].[NH2:2][CH:3]([CH:4]([C:5](=[O:6])[O:7][CH3:8])[SH:9])[c:10]1[cH:11][cH:12][cH:13][cH:14][cH:15]1.